Dataset: the Open Reaction Database (ORD), a public repository of structured organic reaction records. Task: describe an organic reaction: reactants, conditions, products, and yield The reactants are OC(C)(C)C=1N=C(NC1C(=O)O)CCC (4-(1-hydroxy-1-methylethyl)-2-propylimidazole-5-carboxylic acid), OC(C)(C)C=1N=C(NC1C(=O)O)CCC (4-(1-hydroxy-1-methylethyl)-2-propylimidazole-5-carboxylic acid), S(O)(O)(=O)=O (sulfuric acid), C(C)O (ethanol). The product is OC(C)(C)C=1N=C(NC1C(=O)OCC)CCC (ethyl 4-(1-hydroxy-1-methylethyl)-2-propyl-imidazole-5-carboxylate). Isolated yield 74.0%. Reaction SMILES: [OH:1][C:2]([C:5]1[N:6]=[C:7]([CH2:13][CH2:14][CH3:15])[NH:8][C:9]=1[C:10]([OH:12])=[O:11])([CH3:4])[CH3:3].S(=O)(=O)(O)O.[CH2:21](O)[CH3:22]>>[OH:1][C:2]([C:5]1[N:6]=[C:7]([CH2:13][CH2:14][CH3:15])[NH:8][C:9]=1[C:10]([O:12][CH2:21][CH3:22])=[O:11])([CH3:4])[CH3:3]. Reported procedure: 3.0 grams of 4-(1-hydroxy-1-methylethyl)-2-propylimidazole-5-carboxylic acid (formula III) from Example 4, 30 ml of ethanol, and 0.3 ml of concentrated sulfuric acid were added into 100 ml three-necked flask, and refluxed until the reaction completed. The reaction mixture was then allowed to cool to ambient temperature, the solvent was evaporated, 30 ml of ethyl acetate and 30 ml of water were added, and the mixture was adjusted to basic using sodium bicarbonate. The organic layer was separated ... The reactants are COC1(C(NC(C1Cl)OC)=O)OC (3,3,5-Trimethoxy-4-chloro-2-pyrrolidinone), C(C)(=O)O[C@H]1[C@@H](O[C@@H]([C@H]1OC(C)=O)COC(C)=O)N1C=NC=2C(N)=NC=NC12 (adenosine 2',3',5'-triacetate). Reaction SMILES: [CH3:1][O:2][C:3]1([O:12][CH3:13])[CH:7]([Cl:8])[CH:6](OC)[NH:5][C:4]1=[O:11].[C:14]([O:17][C@@H:18]1[C@H:22]([O:23][C:24](=[O:26])[CH3:25])[C@@H:21]([CH2:27][O:28][C:29](=[O:31])[CH3:30])[O:20][C@H:19]1[N:32]1[C:41]2[N:40]=[CH:39][N:38]=[C:36]([NH2:37])[C:35]=2[N:34]=[CH:33]1)(=[O:16])[CH3:15]>CCCCCC.CC(C)=O>[C:14]([O:17][C@@H:18]1[C@H:22]([O:23][C:24](=[O:26])[CH3:25])[C@@H:21]([CH2:27][O:28][C:29](=[O:31])[CH3:30])[O:20][C@H:19]1[N:32]1[C:41]2[N:40]=[CH:39][N:38]=[C:36]([NH:37][CH:6]3[NH:5][C:4](=[O:11])[C:3]([O:2][CH3:1])([O:12][CH3:13])[CH:7]3[Cl:8])[C:35]=2[N:34]=[CH:33]1)(=[O:16])[CH3:15] |f:2.3|. Procedure: 3,3,5-Trimethoxy-4-chloro-2-pyrrolidinone (500 mg) was evenly admixed with adenosine 2',3',5'-triacetate (940 mg) and the mixture was melted and reacted at 170° C. for 1 hour. The reaction mixture was subjected to silica gel column chromatography using hexane-acetone (1:1) as the eluent to obtain N6 -(2-oxo-3,3-dimethoxy-4-chloro-5-pyrrolidinyl)adenosine 2',3',5'-triacetate (860 mg). This product was dissolved in ammonia-saturated methanol (40 ml) and allowed to stand at 5° C. for 15 hours, at t... Solvent: CCCCCC.CC(=O)C (hexane acetone). Yields the product C(C)(=O)O[C@H]1[C@@H](O[C@@H]([C@H]1OC(C)=O)COC(C)=O)N1C=NC=2C(NC3C(C(C(N3)=O)(OC)OC)Cl)=NC=NC12 (N6 -(2-oxo-3,3-dimethoxy-4-chloro-5-pyrrolidinyl)adenosine 2',3',5'-triacetate). Yield: 63.2%. Isolated yield 46.7%. Reported procedure: The title compound (D58) (250 mg) was prepared according to the general procedure for amides preparation (Method C) starting from 1-(tert-butoxycarbonyl)-4,4-dimethylpiperidine-2-carboxylic acid (320 mg; described in J. Med. Chem. 1997, 40, 2491-2501) and methyl 4-(1-aminocyclopropyl)benzoate hydrochloride (312 mg). Reaction time: 18 hrs Product: COC(=O)C1=CC=C(C=C1)C1(CC1)NC(=O)C1N(CCC(C1)(C)C)C(=O)OC(C)(C)C (tert-butyl 2-((1-(4-(methoxycarbonyl)phenyl)cyclopropyl)carbamoyl)-4,4-dimethylpiperidine-1-carboxylate). As a reaction SMILES: [C:1]([O:5][C:6]([N:8]1[CH2:13][CH2:12][C:11]([CH3:15])([CH3:14])[CH2:10][CH:9]1[C:16]([OH:18])=O)=[O:7])([CH3:4])([CH3:3])[CH3:2].Cl.[NH2:20][C:21]1([C:24]2[CH:33]=[CH:32][C:27]([C:28]([O:30][CH3:31])=[O:29])=[CH:26][CH:25]=2)[CH2:23][CH2:22]1>>[CH3:31][O:30][C:28]([C:27]1[CH:32]=[CH:33][C:24]([C:21]2([NH:20][C:16]([CH:9]3[CH2:10][C:11]([CH3:14])([CH3:15])[CH2:12][CH2:13][N:8]3[C:6]([O:5][C:1]([CH3:2])([CH3:3])[CH3:4])=[O:7])=[O:18])[CH2:22][CH2:23]2)=[CH:25][CH:26]=1)=[O:29] |f:1.2|. Starting materials: amides, C(C)(C)(C)OC(=O)N1C(CC(CC1)(C)C)C(=O)O (1-(tert-butoxycarbonyl)-4,4-dimethylpiperidine-2-carboxylic acid), Cl.NC1(CC1)C1=CC=C(C(=O)OC)C=C1 (methyl 4-(1-aminocyclopropyl)benzoate hydrochloride). Reactants: BrC1=C(C=O)C=C(C=C1)OC (2-bromo-5-methoxy-benzaldehyde), C(CO)O (ethylene glycol). The reagents and catalysts are C1(=CC=C(C=C1)S(=O)(=O)O)C (4-toluenesulphonic acid). Run in C1(=CC=CC=C1)C (toluene). Product: BrC1=C(C=C(C=C1)OC)C1OCCO1 (2-(2-bromo-5-methoxyphenyl)-[1,3]dioxolane). Isolated yield 95.2%. Reaction SMILES: [Br:1][C:2]1[CH:9]=[CH:8][C:7]([O:10][CH3:11])=[CH:6][C:3]=1[CH:4]=[O:5].[CH2:12](O)[CH2:13][OH:14]>C1(C)C=CC=CC=1.C1(C)C=CC(S(O)(=O)=O)=CC=1>[Br:1][C:2]1[CH:9]=[CH:8][C:7]([O:10][CH3:11])=[CH:6][C:3]=1[CH:4]1[O:14][CH2:13][CH2:12][O:5]1. Procedure: A mixture of 2-bromo-5-methoxy-benzaldehyde (45.25 g), ethylene glycol (52.22 g) and 4-toluenesulphonic acid (0.4 g) in toluene (400 mL) is heated at reflux for 5 hours using a Dean and Stark apparatus to remove water formed in the reaction. The reaction mixture is washed five times with water (500 mL) and evaporated giving 2-(2-bromo-5-methoxyphenyl)-[1,3]dioxolane (51.9 g) as a yellow liquid. Reactants: C(C)OP(OCC)(=O)C=1C(NC2=CC(=C(C=C2C1)S(=O)(=O)N)Cl)=O (6-(Aminosulphonyl)-7-chloro-2-oxo-1,2-dihydro-3-quinolylphosphonic Acid Diethyl Ester), C(C1=CC=CC=C1)(=O)O (benzoic acid), C(=O)(N1C=NC=C1)N1C=NC=C1 (carbonyldiimidazole), C1CCC2=NCCCN2CC1 (DBU), C(C1=CC=CC=C1)(=O)O (benzoic acid), Cl (HCl). Run in C1CCOC1 (THF), C1CCOC1 (THF). Reaction conditions: temperature 60 celsius, time 15 minute. The product is C(C)OP(OCC)(=O)C=1C(NC2=CC(=C(C=C2C1)S(=O)(=O)NC(C1=CC=CC=C1)=O)Cl)=O (6-[(Benzoylamino)sulphonyl]-7-chloro-2-oxo-1,2-dihydro-3-quinolylphosphonic Acid Diethyl Ester). As a reaction SMILES: [C:1]([OH:9])(=O)[C:2]1[CH:7]=[CH:6][CH:5]=[CH:4][CH:3]=1.C(N1C=CN=C1)(N1C=CN=C1)=O.[CH2:22]([O:24][P:25]([C:30]1[C:31](=[O:45])[NH:32][C:33]2[C:38]([CH:39]=1)=[CH:37][C:36]([S:40]([NH2:43])(=[O:42])=[O:41])=[C:35]([Cl:44])[CH:34]=2)(=[O:29])[O:26][CH2:27][CH3:28])[CH3:23].C1CCN2C(=NCCC2)CC1.Cl>C1COCC1>[CH2:27]([O:26][P:25]([C:30]1[C:31](=[O:45])[NH:32][C:33]2[C:38]([CH:39]=1)=[CH:37][C:36]([S:40]([NH:43][C:1](=[O:9])[C:2]1[CH:3]=[CH:4][CH:5]=[CH:6][CH:7]=1)(=[O:41])=[O:42])=[C:35]([Cl:44])[CH:34]=2)(=[O:29])[O:24][CH2:22][CH3:23])[CH3:28]. Procedure: A solution of benzoic acid (111 mg, 0.912 mmol) in 3 ml of anhydrous THF containing 173 mg (1.06 mmol) of carbonyldiimidazole is stirred for 45 minutes at reflux. In parallel, there is prepared a suspension of 300 mg (0.760 mmol) of the compound obtained in Step A in 3 ml of THF, to which there is added 0.125 ml (0.836 mmol) of DBU. Stirring is carried out for 15 minutes at room temperature, and then the benzoic acid solution prepared above is added thereto. The mixture is heated for 3 hours at ... Starting materials: C(C)(C)(C)N(O)C(C(=O)NC(C)(C)C)(C)C (tert-butyl-(dimethyl-tert-butylaminocarbonyl-methyl)-hydroxylamine), C1(=CC=CC=C1)C(C1=CC=CC=C1)Cl (diphenylmethylchloride). The product is C1(=CC=CC=C1)C(ON(C(C(=O)NC(C)(C)C)(C)C)C(C)(C)C)C1=CC=CC=C1 (N-diphenylmethyloxy-tert-butyl-(dimethyl-tert-butylamino-carbonyl-methyl)-amine). Isolated yield 62.7%. RXN SMILES: [C:1]([N:5]([C:7]([CH3:16])([CH3:15])[C:8]([NH:10][C:11]([CH3:14])([CH3:13])[CH3:12])=[O:9])[OH:6])([CH3:4])([CH3:3])[CH3:2].[C:17]1([CH:23](Cl)[C:24]2[CH:29]=[CH:28][CH:27]=[CH:26][CH:25]=2)[CH:22]=[CH:21][CH:20]=[CH:19][CH:18]=1>>[C:17]1([CH:23]([C:24]2[CH:25]=[CH:26][CH:27]=[CH:28][CH:29]=2)[O:6][N:5]([C:1]([CH3:4])([CH3:3])[CH3:2])[C:7]([CH3:16])([CH3:15])[C:8]([NH:10][C:11]([CH3:14])([CH3:13])[CH3:12])=[O:9])[CH:22]=[CH:21][CH:20]=[CH:19][CH:18]=1. Reported procedure: The compound is prepared in analogy to example A13 from tert-butyl-(dimethyl-tert-butylaminocarbonyl-methyl)-hydroxylamine and diphenylmethylchloride in 62.7% yield as colorless crystals, m.p. 89-92° C.